Dataset: the Open Reaction Database (ORD), a public repository of structured organic reaction records. Task: describe an organic reaction: reactants, conditions, products, and yield The reactants are BrC1=C2C(=NC=C1)N(C(=C2)I)S(=O)(=O)C2=CC=CC=C2 (4-bromo-2-iodo-1-phenylsulfonyl-1H-pyrrolo[2,3-b]pyridine), C(=O)C=1C=C(C=CC1)B(O)O (3-formylbenzeneboronic acid), C([O-])(O)=O.[Na+] (sodium bicarbonate). The reagents and catalysts are C=1C=CC(=CC1)[P](C=2C=CC=CC2)(C=3C=CC=CC3)[Pd]([P](C=4C=CC=CC4)(C=5C=CC=CC5)C=6C=CC=CC6)([P](C=7C=CC=CC7)(C=8C=CC=CC8)C=9C=CC=CC9)[P](C=1C=CC=CC1)(C=1C=CC=CC1)C=1C=CC=CC1 (tetrakis(triphenylphosphine)palladium(0)). The solvent is CN(C=O)C (N,N-dimethylformamide). Run at temperature 100 celsius, time 16 hour. Yields the product BrC1=C2C(=NC=C1)N(C(=C2)C2=CC(=CC=C2)C=O)S(=O)(=O)C2=CC=CC=C2 (4-Bromo-2-(3-formylphenyl)-1-phenylsulfonyl-1H-pyrrolo[2,3-b]pyridine). The yield is 77.0%. RXN SMILES: [Br:1][C:2]1[CH:7]=[CH:6][N:5]=[C:4]2[N:8]([S:12]([C:15]3[CH:20]=[CH:19][CH:18]=[CH:17][CH:16]=3)(=[O:14])=[O:13])[C:9](I)=[CH:10][C:3]=12.[CH:21]([C:23]1[CH:24]=[C:25](B(O)O)[CH:26]=[CH:27][CH:28]=1)=[O:22].C(=O)(O)[O-].[Na+]>C1C=CC([P]([Pd]([P](C2C=CC=CC=2)(C2C=CC=CC=2)C2C=CC=CC=2)([P](C2C=CC=CC=2)(C2C=CC=CC=2)C2C=CC=CC=2)[P](C2C=CC=CC=2)(C2C=CC=CC=2)C2C=CC=CC=2)(C2C=CC=CC=2)C2C=CC=CC=2)=CC=1.CN(C)C=O>[Br:1][C:2]1[CH:7]=[CH:6][N:5]=[C:4]2[N:8]([S:12]([C:15]3[CH:20]=[CH:19][CH:18]=[CH:17][CH:16]=3)(=[O:14])=[O:13])[C:9]([C:27]3[CH:26]=[CH:25][CH:24]=[C:23]([CH:21]=[O:22])[CH:28]=3)=[CH:10][C:3]=12 |f:2.3,^1:40,42,61,80|. Procedure details: In a sealed pressure tube was added 4-bromo-2-iodo-1-phenylsulfonyl-1H-pyrrolo[2,3-b]pyridine (2.1 mmol; preparation disclosed in WO03/000690A1), 3-formylbenzeneboronic acid (2.1 mmol), N,N-dimethylformamide (15 mL), aqueous saturated sodium bicarbonate (5 mL) and tetrakis(triphenylphosphine)palladium(0) (0.1 mmol). The reaction was purged with nitrogen, capped and stirred at 100° C. for 16 h. After cooling to room temperature the reaction was concentrated under vacuum, taken up in ethyl acetate... The reactants are BrC1=CC(=C(C(=O)OC)C=C1)Cl (Methyl 4-bromo-2-chlorobenzoate), CN(C)C=O (DMF). The reagents and catalysts are [C-]#N.[C-]#N.[Zn+2] (Zn(CN)2), C=1C=CC(=CC1)[P](C=2C=CC=CC2)(C=3C=CC=CC3)[Pd]([P](C=4C=CC=CC4)(C=5C=CC=CC5)C=6C=CC=CC6)([P](C=7C=CC=CC7)(C=8C=CC=CC8)C=9C=CC=CC9)[P](C=1C=CC=CC1)(C=1C=CC=CC1)C=1C=CC=CC1 (Pd(PPh3)4). Run at temperature 90 celsius. The product is ClC1=C(C(=O)OC)C=CC(=C1)C#N (Methyl 2-chloro-4-cyanobenzoate). RXN SMILES: Br[C:2]1[CH:11]=[CH:10][C:5]([C:6]([O:8][CH3:9])=[O:7])=[C:4]([Cl:12])[CH:3]=1.[CH3:13][N:14](C=O)C>[C-]#N.[C-]#N.[Zn+2].C1C=CC([P]([Pd]([P](C2C=CC=CC=2)(C2C=CC=CC=2)C2C=CC=CC=2)([P](C2C=CC=CC=2)(C2C=CC=CC=2)C2C=CC=CC=2)[P](C2C=CC=CC=2)(C2C=CC=CC=2)C2C=CC=CC=2)(C2C=CC=CC=2)C2C=CC=CC=2)=CC=1>[Cl:12][C:4]1[CH:3]=[C:2]([C:13]#[N:14])[CH:11]=[CH:10][C:5]=1[C:6]([O:8][CH3:9])=[O:7] |f:2.3.4,^1:26,28,47,66|. Reported procedure: The product from Example 143 Part A (1.0 g, 4.0 mmol), Zn(CN)2 (0.52 g, 4.8 mmol), Pd(PPh3)4 (0.23 g, 0.2 mmol) were added together with 9 mL of DMF. The mixture was degassed and then heated at 90° C. for 6 h. Water and EtOAc were added to the reaction mixture. It was filtered to remove inorganic solids. The layers were separated and the EtOAc layer was washed with water and brine. It was dried over MgSO4, concentrated, and purified by flash chromatography (silica, EtOAc/hexane) to give 0.28 g o...